Dataset: the Open Reaction Database (ORD), a public repository of structured organic reaction records. Task: describe an organic reaction: reactants, conditions, products, and yield The reactants are COC(=O)c1ccc(C(=O)OC)cc1, CCCCCOc1ccc(C(C)=O)cc1, CC(C)(C)[O-], CO, CN(C)C=O, Cl, [K+]. Product: CCCCCOc1ccc(C(=O)CC(=O)c2ccc(C(=O)OC)cc2)cc1. As a reaction SMILES: [C:16]([c:17]1[cH:18][cH:19][c:20]([C:21](=[O:22])[O:23][CH3:24])[cH:25][cH:26]1)(=[O:27])[O:28][CH3:29].[CH2:1]([CH2:2][CH2:3][CH2:4][CH3:5])[O:6][c:7]1[cH:8][cH:9][c:10]([C:13]([CH3:14])=[O:15])[cH:11][cH:12]1.[CH3:30][C:31]([CH3:32])([O-:33])[CH3:34].[CH3:37][OH:38].[CH3:39][N:40]([CH3:41])[CH:42]=[O:43].[ClH:36].[K+:35]>>[CH2:1]([CH2:2][CH2:3][CH2:4][CH3:5])[O:6][c:7]1[cH:8][cH:9][c:10]([C:13]([CH2:14][C:16]([c:17]2[cH:18][cH:19][c:20]([C:21](=[O:22])[O:23][CH3:24])[cH:25][cH:26]2)=[O:27])=[O:15])[cH:11][cH:12]1. The reactants are CO, ClCCl, CC(C)OC(=O)c1cnc(OC(C)C)c(Cl)c1, [Na+], [OH-]. Product: CC(C)Oc1ncc(C(=O)O)cc1Cl. Reaction SMILES: [CH3:23][OH:24].[Cl:20][CH2:21][Cl:22].[Cl:3][c:4]1[cH:5][c:6]([C:14](=[O:15])[O:16][CH:17]([CH3:18])[CH3:19])[cH:7][n:8][c:9]1[O:10][CH:11]([CH3:12])[CH3:13].[Na+:2].[OH-:1]>>[Cl:3][c:4]1[cH:5][c:6]([C:14](=[O:15])[OH:16])[cH:7][n:8][c:9]1[O:10][CH:11]([CH3:12])[CH3:13]. Reactants: OO (hydrogen peroxide), ice water, BrCC1(S[C@H]2N(C1C(=O)O)C(C2NC(COC2=CC=CC=C2)=O)=O)C (2-bromomethyl-2-methyl-6-(2-phenoxyacetamido)penam-3-carboxylic acid). Reagents/catalysts: [O-][W](=O)(=O)[O-].[Na+].[Na+] (Sodium tungstate). Run in C(C)(=O)O (acetic acid). Yields the product BrCC1(S([C@H]2N(C1C(=O)O)C(C2NC(COC2=CC=CC=C2)=O)=O)=O)C (2-bromomethyl-2-methyl-6-(2-phenoxyacetamido)penam-3-carboxylic acid-1-oxide). Reaction SMILES: [Br:1][CH2:2][C:3]1([CH3:25])[CH:7]([C:8]([OH:10])=[O:9])[N:6]2[C:11](=[O:24])[CH:12]([NH:13][C:14](=[O:23])[CH2:15][O:16][C:17]3[CH:22]=[CH:21][CH:20]=[CH:19][CH:18]=3)[C@H:5]2[S:4]1.[OH:26]O>C(O)(=O)C.[O-][W]([O-])(=O)=O.[Na+].[Na+]>[Br:1][CH2:2][C:3]1([CH3:25])[CH:7]([C:8]([OH:10])=[O:9])[N:6]2[C:11](=[O:24])[CH:12]([NH:13][C:14](=[O:23])[CH2:15][O:16][C:17]3[CH:18]=[CH:19][CH:20]=[CH:21][CH:22]=3)[C@H:5]2[S:4]1=[O:26] |f:3.4.5|. Reported procedure: Sodium tungstate (0.02 g) was added to a solution of 2-bromomethyl-2-methyl-6-(2-phenoxyacetamido)penam-3-carboxylic acid (3.1 g) in acetic acid (8 ml) at 7°-10° C. under stirring and then to the mixture was added 30% aqueous hydrogen peroxide (1.2 ml). The mixture was stirred at 7°-10° C. for 1 hour. After the reaction, ice-water (50 ml) was added to the reaction mixture and then extracted with ethyl acetate. The extract was washed with water and back-extracted with 5% sodium bicarbonate aqueou... Reactants: Cl, CCCc1cc2cc(OC)c(F)cc2c(OCOC)c1-c1ccccc1, C1COCCO1. Yields the product CCCc1cc2cc(OC)c(F)cc2c(O)c1-c1ccccc1. Reaction SMILES: [ClH:27].[F:1][c:2]1[c:3]([O:25][CH3:26])[cH:4][c:5]2[cH:6][c:7]([CH2:22][CH2:23][CH3:24])[c:8](-[c:16]3[cH:17][cH:18][cH:19][cH:20][cH:21]3)[c:9]([O:12][CH2:13][O:14][CH3:15])[c:10]2[cH:11]1.[O:28]1[CH2:29][CH2:30][O:31][CH2:32][CH2:33]1>>[F:1][c:2]1[c:3]([O:25][CH3:26])[cH:4][c:5]2[cH:6][c:7]([CH2:22][CH2:23][CH3:24])[c:8](-[c:16]3[cH:17][cH:18][cH:19][cH:20][cH:21]3)[c:9]([OH:12])[c:10]2[cH:11]1.